This data is from the Open Reaction Database (ORD), a public repository of structured organic reaction records. The task is: describe an organic reaction: reactants, conditions, products, and yield The reactants are CO, [K+], [OH-], O, CCOC(=O)c1nc(-c2ccc3c(c2)N(C(=O)Nc2nc4ccccc4s2)CCO3)sc1N(C)CCOc1ccccc1. Product: CN(CCOc1ccccc1)c1sc(-c2ccc3c(c2)N(C(=O)Nc2nc4ccccc4s2)CCO3)nc1C(=O)O. Reaction SMILES: [CH3:46][OH:47].[K+:45].[OH-:44].[OH2:48].[s:1]1[c:2]([NH:10][C:11](=[O:12])[N:13]2[c:14]3[c:15]([cH:19][cH:20][c:21](-[c:23]4[s:24][c:25]([N:33]([CH2:34][CH2:35][O:36][c:37]5[cH:38][cH:39][cH:40][cH:41][cH:42]5)[CH3:43])[c:26]([C:28](=[O:29])[O:30][CH2:31][CH3:32])[n:27]4)[cH:22]3)[O:16][CH2:17][CH2:18]2)[n:3][c:4]2[c:5]1[cH:6][cH:7][cH:8][cH:9]2>>[s:1]1[c:2]([NH:10][C:11](=[O:12])[N:13]2[c:14]3[c:15]([cH:19][cH:20][c:21](-[c:23]4[s:24][c:25]([N:33]([CH2:34][CH2:35][O:36][c:37]5[cH:38][cH:39][cH:40][cH:41][cH:42]5)[CH3:43])[c:26]([C:28](=[O:29])[OH:30])[n:27]4)[cH:22]3)[O:16][CH2:17][CH2:18]2)[n:3][c:4]2[c:5]1[cH:6][cH:7][cH:8][cH:9]2. The reactants are Brc1ccc(C=Cc2ccc(Br)cc2)cc1, C=CC(=O)OCC, CC(=O)[O-], CC(=O)[O-], CCCCN(CCCC)CCCC, Cc1ccc(C)cc1, [Pd+2], Cc1ccccc1P(c1ccccc1C)c1ccccc1C. RXN SMILES: [Br:1][c:2]1[cH:3][cH:4][c:5]([CH:8]=[CH:9][c:10]2[cH:11][cH:12][c:13]([Br:16])[cH:14][cH:15]2)[cH:6][cH:7]1.[C:17]([CH:18]=[CH2:19])(=[O:20])[O:21][CH2:22][CH3:23].[C:59]([O-:60])(=[O:61])[CH3:62].[C:64]([O-:65])(=[O:66])[CH3:67].[CH2:24]([N:25]([CH2:26][CH2:27][CH2:28][CH3:29])[CH2:30][CH2:31][CH2:32][CH3:33])[CH2:34][CH2:35][CH3:36].[CH3:68][c:69]1[cH:70][cH:71][c:72]([CH3:73])[cH:74][cH:75]1.[Pd+2:63].[c:37]1([CH3:38])[cH:39][cH:40][cH:41][cH:42][c:43]1[P:44]([c:45]1[cH:46][cH:47][cH:48][cH:49][c:50]1[CH3:51])[c:52]1[cH:53][cH:54][cH:55][cH:56][c:57]1[CH3:58]>>[c:2]1([CH:19]=[CH:18][C:17](=[O:20])[O:21][CH2:22][CH3:23])[cH:3][cH:4][c:5]([CH:8]=[CH:9][c:10]2[cH:11][cH:12][c:13]([Br:16])[cH:14][cH:15]2)[cH:6][cH:7]1. Product: CCOC(=O)C=Cc1ccc(C=Cc2ccc(Br)cc2)cc1. As a reaction SMILES: [F:1][C:2]1[CH:25]=[CH:24][CH:23]=[C:22]([F:26])[C:3]=1[O:4][CH:5]1[CH2:10][CH2:9][CH:8]([CH2:11][O:12][C:13]2[CH:20]=[CH:19][CH:18]=[C:17](F)[C:14]=2[C:15]#[N:16])[CH2:7][CH2:6]1.C(=O)(O)O.[NH2:31][C:32]([NH2:34])=[NH:33]>CC(N(C)C)=O>[F:1][C:2]1[CH:25]=[CH:24][CH:23]=[C:22]([F:26])[C:3]=1[O:4][CH:5]1[CH2:10][CH2:9][CH:8]([CH2:11][O:12][C:13]2[CH:20]=[CH:19][CH:18]=[C:17]3[C:14]=2[C:15]([NH2:16])=[N:31][C:32]([NH2:34])=[N:33]3)[CH2:7][CH2:6]1 |f:1.2|. The product is FC1=C(OC2CCC(CC2)COC2=C3C(=NC(=NC3=CC=C2)N)N)C(=CC=C1)F (5-[4-(2,6-Difluorophenoxy)cyclohexyl methoxy]quinazoline-2,4-diamine). Solvent: CC(=O)N(C)C (dimethylacetamide). Starting materials: FC1=C(OC2CCC(CC2)COC2=C(C#N)C(=CC=C2)F)C(=CC=C1)F (2-[4-(2,6-difluorophenoxy)cyclohexylmethoxy]-6-fluorobenzonitrile), C(O)(O)=O.NC(=N)N (guanidine carbonate). Isolated yield 9.0%. Procedure: Cyclization of 2-[4-(2,6-difluorophenoxy)cyclohexylmethoxy]-6-fluorobenzonitrile was carried out using Method F (95 mg; 0.26 mmol) and guanidine carbonate (43 mg; 0.26 mmol) in 1.5 mL of dimethylacetamide. Material was purified using C18 reverse phase silica and 0-100% acetonitrile in water gradient to give 9 mg of title compound. (9% yield. 1HNMR (400 MHz, DMSO-d6) δ 7.37 (m, 1H), 7.14 (m, 5H), 6.77 (m, 1H), 6.51 (m, 1H), 5.96 (br s, 2H), 5.7 (s, 1H), 4.02 (m, 3H), 2.02 (m, 4H), 1.62 (m, 4H). M...